From a dataset of the Open Reaction Database (ORD), a public repository of structured organic reaction records. describe an organic reaction: reactants, conditions, products, and yield Starting materials: CC(C)(C)OC(=O)N1CCC(COCc2nc3cc(-c4ccc(C#N)cc4)ccc3n2CC2CC2)(c2ccccc2)CC1, C=O, CCOC(C)=O, O=CO. Yields the product CN1CCC(COCc2nc3cc(-c4ccc(C#N)cc4)ccc3n2CC2CC2)(c2ccccc2)CC1. As a reaction SMILES: [C:1](#[N:2])[c:3]1[cH:4][cH:5][c:6](-[c:9]2[cH:10][c:11]3[c:12]([n:13]([CH2:38][CH:39]4[CH2:40][CH2:41]4)[c:14]([CH2:16][O:17][CH2:18][C:19]4([c:32]5[cH:33][cH:34][cH:35][cH:36][cH:37]5)[CH2:20][CH2:21][N:22]([C:25]([O:26][C:27]([CH3:28])([CH3:29])[CH3:30])=[O:31])[CH2:23][CH2:24]4)[n:15]3)[cH:42][cH:43]2)[cH:7][cH:8]1.[CH2:44]=[O:45].[CH3:49][CH2:50][O:51][C:52](=[O:53])[CH3:54].[CH:46]([OH:47])=[O:48]>>[C:1](#[N:2])[c:3]1[cH:4][cH:5][c:6](-[c:9]2[cH:10][c:11]3[c:12]([n:13]([CH2:38][CH:39]4[CH2:40][CH2:41]4)[c:14]([CH2:16][O:17][CH2:18][C:19]4([c:32]5[cH:33][cH:34][cH:35][cH:36][cH:37]5)[CH2:20][CH2:21][N:22]([CH3:25])[CH2:23][CH2:24]4)[n:15]3)[cH:42][cH:43]2)[cH:7][cH:8]1. Starting materials: CC(C)(C)S(=O)NC(CCc1ccccc1)c1ccc(C(F)(F)F)cc1, CO, Cl, C1COCCO1. The product is Cl, NC(CCc1ccccc1)c1ccc(C(F)(F)F)cc1. As a reaction SMILES: [CH3:1][C:2]([S:3](=[O:4])[NH:7][CH:8]([CH2:9][CH2:10][c:11]1[cH:12][cH:13][cH:14][cH:15][cH:16]1)[c:17]1[cH:18][cH:19][c:20]([C:23]([F:24])([F:25])[F:26])[cH:21][cH:22]1)([CH3:5])[CH3:6].[CH3:28][OH:29].[ClH:27].[O:30]1[CH2:31][CH2:32][O:33][CH2:34][CH2:35]1>>[ClH:27].[NH2:7][CH:8]([CH2:9][CH2:10][c:11]1[cH:12][cH:13][cH:14][cH:15][cH:16]1)[c:17]1[cH:18][cH:19][c:20]([C:23]([F:24])([F:25])[F:26])[cH:21][cH:22]1. Reactants: Brc1ncccn1, CCN(C(C)C)C(C)C, CC(C)C(N)C(=O)N1CCCC1c1ncc(-c2ccc(-c3ccc(-c4cnc(C5CCCN5C(=O)OC(C)(C)C)[nH]4)cc3)cc2)[nH]1. The product is CC(C)C(Nc1ncccn1)C(=O)N1CCCC1c1ncc(-c2ccc(-c3ccc(-c4cnc(C5CCCN5C(=O)OC(C)(C)C)[nH]4)cc3)cc2)[nH]1. RXN SMILES: [Br:47][c:48]1[n:49][cH:50][cH:51][cH:52][n:53]1.[CH:54]([N:55]([CH2:56][CH3:57])[CH:58]([CH3:59])[CH3:60])([CH3:61])[CH3:62].[NH2:1][CH:2]([C:3](=[O:4])[N:5]1[CH:6]([c:10]2[nH:11][c:12](-[c:15]3[cH:16][cH:17][c:18](-[c:21]4[cH:22][cH:23][c:24](-[c:27]5[cH:28][n:29][c:30]([CH:32]6[N:33]([C:37](=[O:38])[O:39][C:40]([CH3:41])([CH3:42])[CH3:43])[CH2:34][CH2:35][CH2:36]6)[nH:31]5)[cH:25][cH:26]4)[cH:19][cH:20]3)[cH:13][n:14]2)[CH2:7][CH2:8][CH2:9]1)[CH:44]([CH3:45])[CH3:46]>>[NH:1]([CH:2]([C:3](=[O:4])[N:5]1[CH:6]([c:10]2[nH:11][c:12](-[c:15]3[cH:16][cH:17][c:18](-[c:21]4[cH:22][cH:23][c:24](-[c:27]5[cH:28][n:29][c:30]([CH:32]6[N:33]([C:37](=[O:38])[O:39][C:40]([CH3:41])([CH3:42])[CH3:43])[CH2:34][CH2:35][CH2:36]6)[nH:31]5)[cH:25][cH:26]4)[cH:19][cH:20]3)[cH:13][n:14]2)[CH2:7][CH2:8][CH2:9]1)[CH:44]([CH3:45])[CH3:46])[c:48]1[n:49][cH:50][cH:51][cH:52][n:53]1. Starting materials: FC(S(=O)(=O)OC=1CCN(CC1)C(=O)OC(C)(C)C)(F)F (tert-butyl 4-{[(trifluoromethyl)sulfonyl]oxy}-3,6-dihydropyridine-1(2H)-carboxylate), C(C)OC(=O)C=1C=C(C=CC1)B(O)O (3-(ethoxycarbonyl)phenylboronic acid), [Cl-].[Li+] (lithium chloride), C(=O)([O-])[O-].[Na+].[Na+] (Na2CO3). The reagents and catalysts are C=1C=CC(=CC1)[P](C=2C=CC=CC2)(C=3C=CC=CC3)[Pd]([P](C=4C=CC=CC4)(C=5C=CC=CC5)C=6C=CC=CC6)([P](C=7C=CC=CC7)(C=8C=CC=CC8)C=9C=CC=CC9)[P](C=1C=CC=CC1)(C=1C=CC=CC1)C=1C=CC=CC1 (Pd(PPh3)4). The solvent is COCCOC (DME). Product: C(C)OC(=O)C=1C=C(C=CC1)C=1CCN(CC1)C(=O)OC(C)(C)C (tert-butyl 4-[3-(ethoxycarbonyl)phenyl]-3,6-dihydropyridine-1(2H)-carboxylate). As a reaction SMILES: FC(F)(F)S(O[C:7]1[CH2:8][CH2:9][N:10]([C:13]([O:15][C:16]([CH3:19])([CH3:18])[CH3:17])=[O:14])[CH2:11][CH:12]=1)(=O)=O.[CH2:22]([O:24][C:25]([C:27]1[CH:28]=[C:29](B(O)O)[CH:30]=[CH:31][CH:32]=1)=[O:26])[CH3:23].[Cl-].[Li+].C([O-])([O-])=O.[Na+].[Na+]>COCCOC.C1C=CC([P]([Pd]([P](C2C=CC=CC=2)(C2C=CC=CC=2)C2C=CC=CC=2)([P](C2C=CC=CC=2)(C2C=CC=CC=2)C2C=CC=CC=2)[P](C2C=CC=CC=2)(C2C=CC=CC=2)C2C=CC=CC=2)(C2C=CC=CC=2)C2C=CC=CC=2)=CC=1>[CH2:22]([O:24][C:25]([C:27]1[CH:32]=[C:31]([C:7]2[CH2:8][CH2:9][N:10]([C:13]([O:15][C:16]([CH3:19])([CH3:18])[CH3:17])=[O:14])[CH2:11][CH:12]=2)[CH:30]=[CH:29][CH:28]=1)=[O:26])[CH3:23] |f:2.3,4.5.6,^1:53,55,74,93|. Procedure: To a mixture of tert-butyl 4-{[(trifluoromethyl)sulfonyl]oxy}-3,6-dihydropyridine-1(2H)-carboxylate (prepared according to Wustrow, D. J., Wise, L. D., Synthesis, (1991), 993-995.; 10.5 g, 31.6 mmol), 3-(ethoxycarbonyl)phenylboronic acid (8.59 g, 44.3 mmol), lithium chloride (3.98 g, 94.8 mmol), and 2 M Na2CO3 solution (44 mL) in DME (107 mL) was added Pd(PPh3)4 (1.82 g, 1.58 mmol), and the resulting mixture was stirred at reflux under a nitrogen atmosphere for 3.5 h. The reaction mixture was co... As a reaction SMILES: C[N:2]([CH:4]=[C:5]1[C:10](=O)[CH2:9][CH2:8][CH2:7][C:6]1=[O:12])C.[S:13]([NH:23]N)([C:16]1[CH:22]=[CH:21][C:19]([CH3:20])=[CH:18][CH:17]=1)(=[O:15])=[O:14].CC(O)=O>CCO>[S:13]([N:23]1[C:10]2[CH2:9][CH2:8][CH2:7][C:6](=[O:12])[C:5]=2[CH:4]=[N:2]1)([C:16]1[CH:22]=[CH:21][C:19]([CH3:20])=[CH:18][CH:17]=1)(=[O:15])=[O:14]. Reactants: CN(C)C=C1C(CCCC1=O)=O (2-((dimethylamino)methylene)cyclohexane-1,3-dione), S(=O)(=O)(C1=CC=C(C)C=C1)NN (2-tosylhydrazine), CC(=O)O (AcOH). The solvent is CCO (EtOH). Procedure: A solution of 2-((dimethylamino)methylene)cyclohexane-1,3-dione (55 g, 0.329 mol), 2-tosylhydrazine (61.3 g, 0.329 mol) and AcOH (33 mL) in EtOH (540 mL) was heated for 4 h at 70° C. Removed the solvent under reduced pressure and the residue was recrystallized using PE/EA=5/1 to give 1-tosyl-6,7-dihydro-1H-indazol-4(5H)-one (49 g, yield 51.3%) as a white solid. Yield: 51.3%. The product is S(=O)(=O)(C1=CC=C(C)C=C1)N1N=CC=2C(CCCC12)=O (1-tosyl-6,7-dihydro-1H-indazol-4(5H)-one). The reactants are ClC1=CC=C(OC(C(=O)OCCCl)(C)C)C=C1 (1-(2-p-chlorophenoxy-2-methylpropionyloxy)-2-chloro-ethane), C(C=1C(O)=CC=CC1)(=O)[O-].[Na+] (sodium salicylate). The solvent is CCOCC (ether). Yields the product ClC1=CC=C(OC(C(=O)OCCOCC=2C(O)=CC=CC2)(C)C)C=C1 (1-(2-p-chlorophenoxy-2-methylpropionyloxy)-2-(salicyloxy)-ethane). RXN SMILES: [Cl:1][C:2]1[CH:17]=[CH:16][C:5]([O:6][C:7]([CH3:15])([CH3:14])[C:8]([O:10][CH2:11][CH2:12]Cl)=[O:9])=[CH:4][CH:3]=1.[C:18]([O-])(=[O:26])[C:19]1[C:20](=[CH:22][CH:23]=[CH:24][CH:25]=1)[OH:21].[Na+]>CCOCC>[Cl:1][C:2]1[CH:17]=[CH:16][C:5]([O:6][C:7]([CH3:15])([CH3:14])[C:8]([O:10][CH2:11][CH2:12][O:26][CH2:18][C:19]2[C:20](=[CH:22][CH:23]=[CH:24][CH:25]=2)[OH:21])=[O:9])=[CH:4][CH:3]=1 |f:1.2|. Reported procedure: 50 g (0.18 mole) of 1-(2-p-chlorophenoxy-2-methylpropionyloxy)-2-chloro-ethane are mixed with 43.3 g (0.27 mole) of sodium salicylate. The mixture is heated to 195° for 8 hours. The products are taken up in ether, and NaCl is removed by filtration. The diester crystallizes quantitatively from the ether solution. Starting materials: ClC1=NC(=C(C2=CC=CC=C12)O)C(=O)NCC(=O)O ([(1-chloro-4-hydroxy-isoquinoline-3-carbonyl)-amino]-acetic acid), COC1=C(C=CC=C1)S (2-methoxybenzenethiol). Product: OC1=C(N=C(C2=CC=CC=C12)SC1=C(C=CC=C1)OC)C(=O)NCC(=O)O ({[4-Hydroxy-1-(2-methoxy-phenylsulfanyl)-isoquinoline-3-carbonyl]-amino}-acetic acid). As a reaction SMILES: Cl[C:2]1[C:11]2[C:6](=[CH:7][CH:8]=[CH:9][CH:10]=2)[C:5]([OH:12])=[C:4]([C:13]([NH:15][CH2:16][C:17]([OH:19])=[O:18])=[O:14])[N:3]=1.[CH3:20][O:21][C:22]1[CH:27]=[CH:26][CH:25]=[CH:24][C:23]=1[SH:28]>>[OH:12][C:5]1[C:6]2[C:11](=[CH:10][CH:9]=[CH:8][CH:7]=2)[C:2]([S:28][C:23]2[CH:24]=[CH:25][CH:26]=[CH:27][C:22]=2[O:21][CH3:20])=[N:3][C:4]=1[C:13]([NH:15][CH2:16][C:17]([OH:19])=[O:18])=[O:14]. Procedure details: The title compound was prepared from [(1-chloro-4-hydroxy-isoquinoline-3-carbonyl)-amino]-acetic acid (U.S. Pat. No. 6,093,730) and 2-methoxybenzenethiol under conditions analogous to Example D-110. The final product was crystallized from dichloromethane; MS (−) m/z 383.08 (M−1) Reaction SMILES: [CH2:1]([O:8][C:9]1[C:10](=[O:26])[N:11]([CH2:15][S:16]([C:19]2[CH:24]=[CH:23][C:22](Br)=[CH:21][CH:20]=2)(=[O:18])=[O:17])[CH:12]=[CH:13][CH:14]=1)[C:2]1[CH:7]=[CH:6][CH:5]=[CH:4][CH:3]=1.[CH3:27][O:28][C:29]1[CH:34]=[CH:33][C:32](B(O)O)=[CH:31][CH:30]=1>>[CH2:1]([O:8][C:9]1[C:10](=[O:26])[N:11]([CH2:15][S:16]([C:19]2[CH:24]=[CH:23][C:22]([C:32]3[CH:33]=[CH:34][C:29]([O:28][CH3:27])=[CH:30][CH:31]=3)=[CH:21][CH:20]=2)(=[O:18])=[O:17])[CH:12]=[CH:13][CH:14]=1)[C:2]1[CH:7]=[CH:6][CH:5]=[CH:4][CH:3]=1. Reactants: C(C1=CC=CC=C1)OC=1C(N(C=CC1)CS(=O)(=O)C1=CC=C(C=C1)Br)=O (3-benzyloxy-1-(4-bromo-benzenesulfonylmethyl)-1H-pyridin-2-one), COC1=CC=C(C=C1)B(O)O (4-methoxy-phenylboronic acid). Procedure details: The titled compound was prepared from 3-benzyloxy-1-(4-bromo-benzenesulfonylmethyl)-1H-pyridin-2-one (obtained from Example 65) and 4-methoxy-phenylboronic acid according to the procedure described in Example 52 Step A. MS: 462 (M+H). Yields the product C(C1=CC=CC=C1)OC=1C(N(C=CC1)CS(=O)(=O)C1=CC=C(C=C1)C1=CC=C(C=C1)OC)=O (3-Benzyloxy-1-(4′-methoxy-biphenyl-4-sulfonylmethyl)-1H-pyridin-2-one).